From a dataset of the Open Reaction Database (ORD), a public repository of structured organic reaction records. describe an organic reaction: reactants, conditions, products, and yield Starting materials: ClCCCS(=O)(=O)N1CCC(CC1)C1=CNC2=C(C=C(C=C12)C1=CC=CC=C1)C(=O)N (3-{1-[(3-chloropropyl)sulfonyl]-4-piperidinyl}-5-phenyl-1H-indole-7-carboxamide), [OH-].[Na+] (NaOH), [I-].[Na+] (sodium iodide). Solvent: O (water). The product is OCCCS(=O)(=O)N1CCC(CC1)C1=CNC2=C(C=C(C=C12)C1=CC=CC=C1)C(=O)N (3-{1-[(3-hydroxypropyl)sulfonyl]-4-piperidinyl}-5-phenyl-1H-indole-7-carboxamide). Isolated yield 68.0%. As a reaction SMILES: Cl[CH2:2][CH2:3][CH2:4][S:5]([N:8]1[CH2:13][CH2:12][CH:11]([C:14]2[C:22]3[C:17](=[C:18]([C:29]([NH2:31])=[O:30])[CH:19]=[C:20]([C:23]4[CH:28]=[CH:27][CH:26]=[CH:25][CH:24]=4)[CH:21]=3)[NH:16][CH:15]=2)[CH2:10][CH2:9]1)(=[O:7])=[O:6].[OH-:32].[Na+].[I-].[Na+]>O>[OH:32][CH2:2][CH2:3][CH2:4][S:5]([N:8]1[CH2:13][CH2:12][CH:11]([C:14]2[C:22]3[C:17](=[C:18]([C:29]([NH2:31])=[O:30])[CH:19]=[C:20]([C:23]4[CH:28]=[CH:27][CH:26]=[CH:25][CH:24]=4)[CH:21]=3)[NH:16][CH:15]=2)[CH2:10][CH2:9]1)(=[O:7])=[O:6] |f:1.2,3.4|. Procedure details: Following the general procedure of example 159, 3-{1-[(3-chloropropyl)sulfonyl]-4-piperidinyl}-5-phenyl-1H-indole-7-carboxamide (23.0 mg, 0.050 mmol), 50% NaOH in water (1 mL), and sodium iodide (5.0 mg) were reacted to give the title compound (15.0 mg, 68%). Starting materials: BrC=1C=C(C(=NC1)Cl)N (5-bromo-2-chloropyridin-3-amine), C1(CCCCC1)S(=O)(=O)Cl (cyclohexanesulfonyl chloride), sulfone, C1CCOC1 (THF), C[Si](C)(C)[N-][Si](C)(C)C.[Na+] (sodium bis(trimethylsilyl)amide). Run in C(Cl)Cl (DCM), O (water). Conditions: time 5 minute. The product is BrC=1C=C(C(=NC1)Cl)NS(=O)(=O)C1CCCCC1 (N-(5-bromo-2-chloropyridin-3-yl)cyclohexanesulfonamide). Reaction SMILES: [Br:1][C:2]1[CH:3]=[C:4]([NH2:9])[C:5]([Cl:8])=[N:6][CH:7]=1.C1COCC1.C[Si]([N-][Si](C)(C)C)(C)C.[Na+].[CH:25]1([S:31](Cl)(=[O:33])=[O:32])[CH2:30][CH2:29][CH2:28][CH2:27][CH2:26]1>C(Cl)Cl.O>[Br:1][C:2]1[CH:3]=[C:4]([NH:9][S:31]([CH:25]2[CH2:30][CH2:29][CH2:28][CH2:27][CH2:26]2)(=[O:33])=[O:32])[C:5]([Cl:8])=[N:6][CH:7]=1 |f:2.3|. Procedure details: To a 50 ml round-bottom flask equipped with a stir bar, was added 5-bromo-2-chloropyridin-3-amine (0.250 g, 1 mmol) while under inert atmosphere. The solid was dissolved in THF (10 ml, 122 mmol), then sodium bis(trimethylsilyl)amide (0.650 g, 3 mmol) was added to the mixture and allowed to stir 5 minutes. Then cyclohexanesulfonyl chloride (0.5 ml, 4 mmol) was added into the mixture. The mixture was allowed to stir overnight, while under inert atmosphere. The progress of the reaction was monitore... The product is Clc1ccccc1CN1CCN(C2CCC(c3ccc4c(c3)OCO4)CC2)CC1. The reactants are ClCc1ccccc1Cl, c1cc2c(cc1C1CCC(N3CCNCC3)CC1)OCO2. RXN SMILES: [Cl:22][c:23]1[c:24]([CH2:25][Cl:26])[cH:27][cH:28][cH:29][cH:30]1.[O:1]1[CH2:2][O:3][c:4]2[c:5]1[cH:6][cH:7][c:8]([CH:10]1[CH2:11][CH2:12][CH:13]([N:16]3[CH2:17][CH2:18][NH:19][CH2:20][CH2:21]3)[CH2:14][CH2:15]1)[cH:9]2>>[O:1]1[CH2:2][O:3][c:4]2[c:5]1[cH:6][cH:7][c:8]([CH:10]1[CH2:11][CH2:12][CH:13]([N:16]3[CH2:17][CH2:18][N:19]([CH2:25][c:24]4[c:23]([Cl:22])[cH:30][cH:29][cH:28][cH:27]4)[CH2:20][CH2:21]3)[CH2:14][CH2:15]1)[cH:9]2. Reactants: IC=1C=C2C(=C(C=NC2=CC1)C(=O)NC(OC(C)(C)C)=O)NC1=CC(=CC=C1)OC (1,1-Dimethylethyl [(6-iodo-4-{[3-(methyloxy)phenyl]amino}-3-quinolinyl)carbonyl]carbamate), [Si](C)(C)(C(C)(C)C)OC1=CC=C(C=C1)S (4-{[tert-butyl(dimethyl)silyl]oxy} benzenethiol), O(C1=C(C=CC=C1)P(C1=CC=CC=C1)C1=CC=CC=C1)C1=C(C=CC=C1)P(C1=CC=CC=C1)C1=CC=CC=C1 ((oxydi-2,1-phenylene)bis(diphenylphosphine)), CC(C)([O-])C.[K+] (potassium tert-butoxide). Reagents/catalysts: [Pd].[Pd].C(C1=CC=CC=C1)=CC(=O)C=CC1=CC=CC=C1.C(C1=CC=CC=C1)=CC(=O)C=CC1=CC=CC=C1.C(C1=CC=CC=C1)=CC(=O)C=CC1=CC=CC=C1 (tris(dibenzylideneacetone) dipalladium(0)). Run in C(C)(=O)OCC (ethyl acetate), C1(=CC=CC=C1)C (toluene). Yields the product [Si](C)(C)(C(C)(C)C)OC1=CC=C(C=C1)SC=1C=C2C(=C(C=NC2=CC1)C(=O)N)NC1=CC(=CC=C1)OC (6-[(4-{[tert-Butyl(dimethyl)silyl]oxy}phenyl)thio]-4-[(3-methoxyphenyl)amino]quinoline-3-carboxamide). Yield: 46.4%. RXN SMILES: I[C:2]1[CH:3]=[C:4]2[C:9](=[CH:10][CH:11]=1)[N:8]=[CH:7][C:6]([C:12]([NH:14]C(=O)OC(C)(C)C)=[O:13])=[C:5]2[NH:22][C:23]1[CH:28]=[CH:27][CH:26]=[C:25]([O:29][CH3:30])[CH:24]=1.[Si:31]([O:38][C:39]1[CH:44]=[CH:43][C:42]([SH:45])=[CH:41][CH:40]=1)([C:34]([CH3:37])([CH3:36])[CH3:35])([CH3:33])[CH3:32].O(C1C=CC=CC=1P(C1C=CC=CC=1)C1C=CC=CC=1)C1C=CC=CC=1P(C1C=CC=CC=1)C1C=CC=CC=1.CC(C)([O-])C.[K+]>C1(C)C=CC=CC=1.C(OCC)(=O)C.[Pd].[Pd].C(=CC(C=CC1C=CC=CC=1)=O)C1C=CC=CC=1.C(=CC(C=CC1C=CC=CC=1)=O)C1C=CC=CC=1.C(=CC(C=CC1C=CC=CC=1)=O)C1C=CC=CC=1>[Si:31]([O:38][C:39]1[CH:44]=[CH:43][C:42]([S:45][C:2]2[CH:3]=[C:4]3[C:9](=[CH:10][CH:11]=2)[N:8]=[CH:7][C:6]([C:12]([NH2:14])=[O:13])=[C:5]3[NH:22][C:23]2[CH:28]=[CH:27][CH:26]=[C:25]([O:29][CH3:30])[CH:24]=2)=[CH:41][CH:40]=1)([C:34]([CH3:37])([CH3:36])[CH3:35])([CH3:33])[CH3:32] |f:3.4,7.8.9.10.11|. Procedure: A stirred mixture of Intermediate 37 (0.8 g) and 4-{[tert-butyl(dimethyl)silyl]oxy} benzenethiol (0.74 g, EP465802A1), with (oxydi-2,1-phenylene)bis(diphenylphosphine) (0.05 g), potassium tert-butoxide (0.26 g) and tris(dibenzylideneacetone) dipalladium(0) (0.08 g) in toluene (30 ml) was heated at 106° C. for 18 h. The mixture was cooled, diluted with ethyl acetate (25 ml) and washed with a sodium carbonate solution (30 ml). The organic extracts were washed with water (30 ml) , dried (Na2SO4) an... Starting materials: FB(F)F, CCOCC, COC(=O)CCC#Cc1cccc(Br)n1, CO, O=[Hg], O=C(O)C(Cl)(Cl)Cl, O=S(=O)(O)O. The product is COC(=O)CCC(=O)Cc1cccc(Br)n1. RXN SMILES: [B:6]([F:7])([F:8])[F:9].[CH2:1]([O:3][CH2:2][CH3:4])[CH3:5].[CH3:17][O:18][C:19]([CH2:20][CH2:21][C:22]#[C:23][c:24]1[n:25][c:26]([Br:30])[cH:27][cH:28][cH:29]1)=[O:31].[CH3:32][OH:33].[Hg:39]=[O:40].[OH:10][C:11]([C:12]([Cl:13])([Cl:14])[Cl:15])=[O:16].[S:34](=[O:35])(=[O:36])([OH:37])[OH:38]>>[O:3]=[C:22]([CH2:21][CH2:20][C:19]([O:18][CH3:17])=[O:31])[CH2:23][c:24]1[n:25][c:26]([Br:30])[cH:27][cH:28][cH:29]1. The reactants are N1=C(C=NC=C1)CCCN1C(C=2C(C1=O)=CC=CC2)=O (N-[3-(2-Pyrazinyl)propyl]phthalimide), NN (hydrazine). Solvent: C(Cl)(Cl)Cl (chloroform). Run at time 20 hour. The product is NCCCC1=NC=CN=C1 (2-(3-aminopropyl)pyrazine). The yield is 89.7%. RXN SMILES: [N:1]1[CH:6]=[CH:5][N:4]=[CH:3][C:2]=1[CH2:7][CH2:8][CH2:9][N:10]1C(=O)C2=CC=CC=C2C1=O.NN>C(Cl)(Cl)Cl>[NH2:10][CH2:9][CH2:8][CH2:7][C:2]1[CH:3]=[N:4][CH:5]=[CH:6][N:1]=1. Reported procedure: N-[3-(2-Pyrazinyl)propyl]phthalimide (521 mg, 1.95 mmol) was dissolved in chloroform (15 mL) followed by addition of anhydrous hydrazine (1.5 mL), and then the mixture was stirred at room temperature for 20 hours. The resulting precipitate was removed by filtration, and the filtrate was washed with water and dried over anhydrous sodium sulfate. The solvent was evaporated under reduced pressure, and 2-(3-aminopropyl)pyrazine (240 mg; yield 90%) was thus obtained. Reactants: ClC1=C2C=CC=NC2=C(C=C1)OC(=O)NCC(=O)OCC (Ethyl N-(((5-chloro-8-quinolinyl)oxy)-carbonyl)glycinate), CS(=O)(=O)O (methanesulfonic acid). Run in C(C)(C)O (isopropanol), C(C)(C)O (isopropanol). Conditions: temperature 0 celsius. The product is CS(=O)(=O)O.ClC1=C2C=CC=NC2=C(C=C1)OC(=O)NCC(=O)OCC (ethyl N-(((5-chloro-8-quinolinyl)oxy)carbonyl)glycinate methanesulfonic acid salt). As a reaction SMILES: [Cl:1][C:2]1[CH:11]=[CH:10][C:9]([O:12][C:13]([NH:15][CH2:16][C:17]([O:19][CH2:20][CH3:21])=[O:18])=[O:14])=[C:8]2[C:3]=1[CH:4]=[CH:5][CH:6]=[N:7]2.[CH3:22][S:23]([OH:26])(=[O:25])=[O:24]>C(O)(C)C>[CH3:22][S:23]([OH:26])(=[O:25])=[O:24].[Cl:1][C:2]1[CH:11]=[CH:10][C:9]([O:12][C:13]([NH:15][CH2:16][C:17]([O:19][CH2:20][CH3:21])=[O:18])=[O:14])=[C:8]2[C:3]=1[CH:4]=[CH:5][CH:6]=[N:7]2 |f:3.4|. Reported procedure: To a stirred solution of 4.53 g of ethyl N-(((5-chloro-8-quinolinyl)oxy)carbonyl)glycinate (prepared as described in Example 1) in 80 ml of isopropanol was added a solution of 1.56 g methanesulfonic acid in 10 ml of isopropanol. The resulting solution was cooled to about 0° C. to yield a white solid which was isolated and recrystallized from ethanol to give the purified ethyl N-(((5-chloro-8-quinolinyl)oxy)carbonyl)glycinate methanesulfonic acid salt as white fibrous crystals, m.p. 108°-110° C. The reactants are BrCCCCOC1=CC2=C(C(=NS2)C2=CC=C(C=C2)Br)C=C1 (6-(4-Bromo-butoxy)-3-(4-bromo-phenyl)-benzo[d]isothiazole), CN1CCNCC1 (1-Methylpiperazine). Product: BrC1=CC=C(C=C1)C1=NSC2=C1C=CC(=C2)OCCCCN2CCN(CC2)C (3-(4-Bromo-phenyl)-6-[4-(4-methyl-piperazin-1-yl)-butoxy]-benzo[d]isothiazole). Reaction SMILES: Br[CH2:2][CH2:3][CH2:4][CH2:5][O:6][C:7]1[CH:22]=[CH:21][C:10]2[C:11]([C:14]3[CH:19]=[CH:18][C:17]([Br:20])=[CH:16][CH:15]=3)=[N:12][S:13][C:9]=2[CH:8]=1.[CH3:23][N:24]1[CH2:29][CH2:28][NH:27][CH2:26][CH2:25]1>>[Br:20][C:17]1[CH:18]=[CH:19][C:14]([C:11]2[C:10]3[CH:21]=[CH:22][C:7]([O:6][CH2:5][CH2:4][CH2:3][CH2:2][N:27]4[CH2:28][CH2:29][N:24]([CH3:23])[CH2:25][CH2:26]4)=[CH:8][C:9]=3[S:13][N:12]=2)=[CH:15][CH:16]=1. Procedure: In analogy to example 3.1, 6-(4-Bromo-butoxy)-3-(4-bromo-phenyl)-benzo[d]isothiazole and 1-Methylpiperazine were converted to yield 3-(4-Bromo-phenyl)-6-[4-(4-methyl-piperazin-1-yl)-butoxy]-benzo[d]isothiazole as white solid, MS: 460(MH+, 1Br).